Dataset: the Open Reaction Database (ORD), a public repository of structured organic reaction records. Task: describe an organic reaction: reactants, conditions, products, and yield Reactants: C1(C=CC(C2=CC=CC=C12)=O)=O (1,4-naphthoquinone), C(CCCCCCCCCCCCCCC)N1C=CC=C1 (N-hexadecylpyrrole). Yield: 38.0%. The solvent is C(C)(=O)O (acetic acid). The product is C(CCCCCCCCCCCCCCC)N1C(=CC=C1C=1C(C2=CC=CC=C2C(C1)=O)=O)C=1C(C2=CC=CC=C2C(C1)=O)=O (1-hexadecyl-2,5-bis(1,4-naphthoquinon-2-yl)pyrrole). As a reaction SMILES: [C:1]1(=[O:12])[C:10]2[C:5](=[CH:6][CH:7]=[CH:8][CH:9]=2)[C:4](=[O:11])[CH:3]=[CH:2]1.[CH2:13]([N:29]1[CH:33]=[CH:32][CH:31]=[CH:30]1)[CH2:14][CH2:15][CH2:16][CH2:17][CH2:18][CH2:19][CH2:20][CH2:21][CH2:22][CH2:23][CH2:24][CH2:25][CH2:26][CH2:27][CH3:28]>C(O)(=O)C>[CH2:13]([N:29]1[C:30]([C:3]2[C:4](=[O:11])[C:5]3[C:10]([C:1](=[O:12])[CH:2]=2)=[CH:9][CH:8]=[CH:7][CH:6]=3)=[CH:31][CH:32]=[C:33]1[C:3]1[C:4](=[O:11])[C:5]2[C:10]([C:1](=[O:12])[CH:2]=1)=[CH:9][CH:8]=[CH:7][CH:6]=2)[CH2:14][CH2:15][CH2:16][CH2:17][CH2:18][CH2:19][CH2:20][CH2:21][CH2:22][CH2:23][CH2:24][CH2:25][CH2:26][CH2:27][CH3:28]. Reported procedure: The same procedure as in Example 7 was followed by stirring 10 millimol of 1,4-naphthoquinone with 2.5 millimol of N-hexadecylpyrrole in 40 ml of acetic acid at 50° C. for 5 hours. The 1-hexadecyl-2,5-bis(1,4-naphthoquinon-2-yl)pyrrole was thus obtained in a yield of 38% after chromatography on a column of silica.